From a dataset of the Open Reaction Database (ORD), a public repository of structured organic reaction records. describe an organic reaction: reactants, conditions, products, and yield Starting materials: C1CCOC1, CCOC(=O)N=NC(=O)OCC, COC(=O)COc1cccc(CCO)c1, c1ccc(C(c2ccccc2)c2nn[nH]n2)cc1, c1ccc(P(c2ccccc2)c2ccccc2)cc1. The product is COC(=O)COc1cccc(CCn2nnc(C(c3ccccc3)c3ccccc3)n2)c1. Reaction SMILES: [CH2:65]1[O:66][CH2:67][CH2:68][CH2:69]1.[O:1]=[C:2]([O:3][CH2:4][CH3:5])[N:6]=[N:7][C:8]([O:9][CH2:10][CH3:11])=[O:12].[OH:31][CH2:32][CH2:33][c:34]1[cH:35][c:36]([O:37][CH2:38][C:39](=[O:40])[O:41][CH3:42])[cH:43][cH:44][cH:45]1.[c:13]1([CH:19]([c:20]2[n:21][n:22][nH:23][n:24]2)[c:25]2[cH:26][cH:27][cH:28][cH:29][cH:30]2)[cH:14][cH:15][cH:16][cH:17][cH:18]1.[c:46]1([P:47]([c:48]2[cH:49][cH:50][cH:51][cH:52][cH:53]2)[c:54]2[cH:55][cH:56][cH:57][cH:58][cH:59]2)[cH:60][cH:61][cH:62][cH:63][cH:64]1>>[c:13]1([CH:19]([c:20]2[n:21][n:22][n:23]([CH2:32][CH2:33][c:34]3[cH:35][c:36]([O:37][CH2:38][C:39](=[O:40])[O:41][CH3:42])[cH:43][cH:44][cH:45]3)[n:24]2)[c:25]2[cH:26][cH:27][cH:28][cH:29][cH:30]2)[cH:14][cH:15][cH:16][cH:17][cH:18]1. Reactants: N1C(=NC=C1)CC1=CNC2=CC=CC=C12 (3-(1-Imidazolylmethyl)indole), [H-].[Na+] (sodium hydride), [I-].[Na+] (sodium iodide), BrCCCN1C(C=2C(C1=O)=CC=CC2)=O (N-(3-bromopropyl)phthalimide), C(\C=C\C(=O)O)(=O)O (fumaric acid). Conditions: time 20 hour. Solvent: C(C)(=O)OCC (ethyl acetate), CN(C=O)C (N,N-dimethylformamide), C(C)(=O)OCC (ethyl acetate). RXN SMILES: [NH:1]1[CH:5]=[CH:4][N:3]=[C:2]1[CH2:6][C:7]1[C:15]2[C:10](=[CH:11][CH:12]=[CH:13][CH:14]=2)[NH:9][CH:8]=1.[H-].[Na+].[I-].[Na+].Br[CH2:21][CH2:22][CH2:23][N:24]1[C:28](=[O:29])[C:27]2=[CH:30][CH:31]=[CH:32][CH:33]=[C:26]2[C:25]1=[O:34].[C:35]([OH:42])(=[O:41])/[CH:36]=[CH:37]/[C:38]([OH:40])=[O:39]>CN(C)C=O.C(OCC)(=O)C>[C:35]([OH:42])(=[O:41])/[CH:36]=[CH:37]/[C:38]([OH:40])=[O:39].[C:25]1(=[O:34])[N:24]([CH2:23][CH2:22][CH2:21][N:9]2[C:10]3[C:15](=[CH:14][CH:13]=[CH:12][CH:11]=3)[C:7]([CH2:6][C:2]3[NH:3][CH:4]=[CH:5][N:1]=3)=[CH:8]2)[C:28](=[O:29])[C:27]2=[CH:30][CH:31]=[CH:32][CH:33]=[C:26]12 |f:1.2,3.4,9.10|. Product: C(\C=C\C(=O)O)(=O)O.C1(C=2C(C(N1CCCN1C=C(C3=CC=CC=C13)CC=1NC=CN1)=O)=CC=CC2)=O (1-(3-phthalimidopropyl)-3-(1-imidazolylmethyl)indole fumarate). Procedure: 3-(1-Imidazolylmethyl)indole (3.94 g) was dissolved in N,N-dimethylformamide (50 ml) and the solution was treated with sodium hydride (1.00 g of 50% dispersion in oil) as described in Example 44. To the solution of the anion at 0° C. was added sodium iodide (3.0 g) and N-(3-bromopropyl)phthalimide (5.36 g) over 10 minutes. The mixture was then stirred at room temperature for 20 hours and evaporated to dryness. The residue was chromatographed on silica gel. The column was first eluted with petrol... The reactants are CCCc1nc2cc(NS(=O)(=O)c3ccc(F)cc3)ccc2n1CC(=O)OC(C)(C)C, CC#N, CCOC(C)=O, FC(F)(F)Oc1ccc(CBr)cc1, [K+], [K+], O=C([O-])[O-], O. Yields the product CCCc1nc2cc(N(Cc3ccc(OC(F)(F)F)cc3)S(=O)(=O)c3ccc(F)cc3)ccc2n1CC(=O)OC(C)(C)C. RXN SMILES: [C:20]([CH3:21])([CH3:22])([CH3:23])[O:24][C:25]([CH2:26][n:27]1[c:28]([CH2:47][CH2:48][CH3:49])[n:29][c:30]2[c:31]1[cH:32][cH:33][c:34]([NH:36][S:37](=[O:38])(=[O:39])[c:40]1[cH:41][cH:42][c:43]([F:46])[cH:44][cH:45]1)[cH:35]2)=[O:50].[CH3:51][C:52]#[N:53].[CH3:54][CH2:55][O:56][C:57]([CH3:58])=[O:59].[F:1][C:2]([O:3][c:4]1[cH:5][cH:6][c:7]([CH2:8][Br:9])[cH:10][cH:11]1)([F:12])[F:13].[K+:14].[K+:15].[O-:16][C:17]([O-:18])=[O:19].[OH2:60]>>[F:1][C:2]([O:3][c:4]1[cH:5][cH:6][c:7]([CH2:8][N:36]([c:34]2[cH:33][cH:32][c:31]3[n:27]([CH2:26][C:25]([O:24][C:20]([CH3:21])([CH3:22])[CH3:23])=[O:50])[c:28]([CH2:47][CH2:48][CH3:49])[n:29][c:30]3[cH:35]2)[S:37](=[O:38])(=[O:39])[c:40]2[cH:41][cH:42][c:43]([F:46])[cH:44][cH:45]2)[cH:10][cH:11]1)([F:12])[F:13].